From a dataset of the Open Reaction Database (ORD), a public repository of structured organic reaction records. describe an organic reaction: reactants, conditions, products, and yield The reactants are C(C)(=O)OCC (ethyl acetate), FC1=CC=C(C=C1)NC(=O)C=1C=NC(=NC1)OCC(=O)O ([5-(4-fluorophenylcarbamoyl)pyrimidin-2-yloxy]acetic acid), NC=1C=C(C=CC1)S(=O)(=O)NCCCC (3-amino-N-butyl-benzenesulfonamide). Run in ClCCl (dichloromethane). The product is FC1=CC=C(C=C1)NC(=O)C=1C=NC(=NC1)OCC(NC1=CC(=CC=C1)S(NCCCC)(=O)=O)=O (2-[(3-Butylsulfamoylphenylcarbamoyl)methoxy]pyrimidine-5-carboxylic acid (4-fluorophenyl)amide). The yield is 27.0%. Reaction SMILES: [F:1][C:2]1[CH:7]=[CH:6][C:5]([NH:8][C:9]([C:11]2[CH:12]=[N:13][C:14]([O:17][CH2:18][C:19]([OH:21])=O)=[N:15][CH:16]=2)=[O:10])=[CH:4][CH:3]=1.[NH2:22][C:23]1[CH:24]=[C:25]([S:29]([NH:32][CH2:33][CH2:34][CH2:35][CH3:36])(=[O:31])=[O:30])[CH:26]=[CH:27][CH:28]=1.C(OCC)(=O)C>ClCCl>[F:1][C:2]1[CH:3]=[CH:4][C:5]([NH:8][C:9]([C:11]2[CH:16]=[N:15][C:14]([O:17][CH2:18][C:19](=[O:21])[NH:22][C:23]3[CH:28]=[CH:27][CH:26]=[C:25]([S:29](=[O:31])(=[O:30])[NH:32][CH2:33][CH2:34][CH2:35][CH3:36])[CH:24]=3)=[N:13][CH:12]=2)=[O:10])=[CH:6][CH:7]=1. Reported procedure: The titled compound was prepared from [5-(4-fluorophenylcarbamoyl)pyrimidin-2-yloxy]acetic acid using 3-amino-N-butyl-benzenesulfonamide (53 mg, 0.21 mmol) as the coupling partner. Chromatography (1:1 ethyl acetate:dichloromethane) through SiO2 yielded 23 mg (27%) of the titled compound. ESI-MS m/z 502 (MH+), 500 (M−H−). Product: CC(C)(C)OC(=O)c1ccc(-c2cncc3ccccc23)cc1[N+](=O)[O-]. As a reaction SMILES: [Br:26][c:27]1[cH:28][c:29]([N+:40](=[O:41])[O-:42])[c:30]([C:31](=[O:32])[O:33][C:34]([CH3:35])([CH3:36])[CH3:37])[cH:38][cH:39]1.[CH3:7][C:8]1([CH3:9])[C:10]([CH3:11])([CH3:12])[O:13][B:14]([c:15]2[cH:16][n:17][cH:18][c:19]3[cH:20][cH:21][cH:22][cH:23][c:24]23)[O:25]1.[CH3:85][CH2:86][O:87][C:88](=[O:89])[CH3:90].[CH3:91][O:92][CH2:93][CH2:94][O:95][CH3:96].[Na+:1].[Na+:2].[O-:3][C:4](=[O:5])[O-:6].[OH2:84].[Pd:43]([Cl:44])[Cl:45].[c:46]1([P:47]([c:48]2[cH:49][cH:50][cH:51][cH:52][cH:53]2)[c:54]2[cH:55][cH:56][cH:57][cH:58][cH:59]2)[cH:60][cH:61][cH:62][cH:63][cH:64]1.[c:65]1([P:66]([c:67]2[cH:68][cH:69][cH:70][cH:71][cH:72]2)[c:73]2[cH:74][cH:75][cH:76][cH:77][cH:78]2)[cH:79][cH:80][cH:81][cH:82][cH:83]1>>[c:15]1(-[c:27]2[cH:28][c:29]([N+:40](=[O:41])[O-:42])[c:30]([C:31](=[O:32])[O:33][C:34]([CH3:35])([CH3:36])[CH3:37])[cH:38][cH:39]2)[cH:16][n:17][cH:18][c:19]2[cH:20][cH:21][cH:22][cH:23][c:24]12. The reactants are CC(C)(C)OC(=O)c1ccc(Br)cc1[N+](=O)[O-], CC1(C)OB(c2cncc3ccccc23)OC1(C)C, CCOC(C)=O, COCCOC, [Na+], [Na+], O=C([O-])[O-], O, Cl[Pd]Cl, c1ccc(P(c2ccccc2)c2ccccc2)cc1, c1ccc(P(c2ccccc2)c2ccccc2)cc1. The reactants are CC(C)(C)OC(=O)c1ccc(-c2ccc(O)c(Cl)c2)cc1NC(=O)c1ccccc1, O=C(O)C(F)(F)F. Product: O=C(Nc1cc(-c2ccc(O)c(Cl)c2)ccc1C(=O)O)c1ccccc1. As a reaction SMILES: [C:1]([c:2]1[cH:3][cH:4][cH:5][cH:6][cH:7]1)(=[O:8])[NH:9][c:10]1[c:11]([C:12](=[O:13])[O:14][C:15]([CH3:16])([CH3:17])[CH3:18])[cH:19][cH:20][c:21](-[c:23]2[cH:24][c:25]([Cl:30])[c:26]([OH:29])[cH:27][cH:28]2)[cH:22]1.[OH:31][C:32]([C:33]([F:34])([F:35])[F:36])=[O:37]>>[C:1]([c:2]1[cH:3][cH:4][cH:5][cH:6][cH:7]1)(=[O:8])[NH:9][c:10]1[c:11]([C:12](=[O:13])[OH:14])[cH:19][cH:20][c:21](-[c:23]2[cH:24][c:25]([Cl:30])[c:26]([OH:29])[cH:27][cH:28]2)[cH:22]1. Product: C(C)OC(C1=CC(=C(C=C1)OC)OCCC(F)(F)F)=O (4-Methoxy-3-(3,3,3-trifluoro-propoxy)-benzoic acid ethyl ester). RXN SMILES: [CH2:1]([O:3][C:4](=[O:14])[C:5]1[CH:10]=[CH:9][C:8]([O:11][CH3:12])=[C:7]([OH:13])[CH:6]=1)[CH3:2].[F:15][C:16]([F:25])([F:24])[CH2:17][CH2:18]OS(C)(=O)=O.C([O-])([O-])=O.[K+].[K+]>CC(C)=O.CCOC(C)=O>[CH2:1]([O:3][C:4](=[O:14])[C:5]1[CH:10]=[CH:9][C:8]([O:11][CH3:12])=[C:7]([O:13][CH2:18][CH2:17][C:16]([F:25])([F:24])[F:15])[CH:6]=1)[CH3:2] |f:2.3.4|. Reported procedure: The mixture of 3-hydroxy-4-methoxy-benzoic acid ethyl ester (1.75 g, 8.92 mmol), methanesulfonic acid 3,3,3-trifluoro-propyl ester (2.06 g, 10.7 mmol) and anhydrous K2CO3 (2.49 g, 17.8 mmol) in acetone (20 mL) is heated with stirring at reflux temperature overnight. After cooling, the mixture is diluted with AcOEt followed by washing of the organic phase with 2N aqueous NaOH and brine. The organic layer is dried over Na2SO4 and evaporated, and the crude product is purified by silica gel chromato... Solvent: CC(=O)C (acetone), CCOC(=O)C (AcOEt). Reactants: C(C)OC(C1=CC(=C(C=C1)OC)O)=O (3-hydroxy-4-methoxy-benzoic acid ethyl ester), FC(CCOS(=O)(=O)C)(F)F (methanesulfonic acid 3,3,3-trifluoro-propyl ester), C(=O)([O-])[O-].[K+].[K+] (K2CO3). The reactants are CI, CC(C)O, CC(O)CN1CCNC1=S. Product: CSC1=NCCN1CC(C)O. Reaction SMILES: [CH3:11][I:12].[CH3:13][CH:14]([OH:15])[CH3:16].[OH:1][CH:2]([CH2:3][N:4]1[C:5](=[S:9])[NH:6][CH2:7][CH2:8]1)[CH3:10]>>[OH:1][CH:2]([CH2:3][N:4]1[C:5]([S:9][CH3:11])=[N:6][CH2:7][CH2:8]1)[CH3:10].